Dataset: the Open Reaction Database (ORD), a public repository of structured organic reaction records. Task: describe an organic reaction: reactants, conditions, products, and yield The reactants are [Ca+2], ClCCCl, S=C(Cl)Cl, COc1cc(N)c(C#N)cc1Cl, O=C([O-])[O-], O. Product: COc1cc(N=C=S)c(C#N)cc1Cl. As a reaction SMILES: [Ca+2:21].[Cl:13][CH2:14][CH2:15][Cl:16].[Cl:17][C:18]([Cl:19])=[S:20].[NH2:1][c:2]1[cH:3][c:4]([O:11][CH3:12])[c:5]([Cl:10])[cH:6][c:7]1[C:8]#[N:9].[O-:22][C:23](=[O:24])[O-:25].[OH2:26]>>[N:1]([c:2]1[cH:3][c:4]([O:11][CH3:12])[c:5]([Cl:10])[cH:6][c:7]1[C:8]#[N:9])=[C:18]=[S:20]. Starting materials: CI (methyl iodide), C(C)OC=1C(=NSN1)C=1C=NC=CC1 (3-(4-ethoxy-1,2,5-thiadiazol-3-yl)pyridine). Solvent: CC(=O)C (acetone). Reaction conditions: time 18 hour. The product is [I-].C(C)OC=1C(=NSN1)C=1C=[N+](C=CC1)C (3-(4-ethoxy-1,2,5-thiadiazol-3-yl)-1-methyl-pyridinium iodide). As a reaction SMILES: [CH3:1][I:2].[CH2:3]([O:5][C:6]1[C:7]([C:11]2[CH:12]=[N:13][CH:14]=[CH:15][CH:16]=2)=[N:8][S:9][N:10]=1)[CH3:4]>CC(C)=O>[I-:2].[CH2:3]([O:5][C:6]1[C:7]([C:11]2[CH:12]=[N+:13]([CH3:1])[CH:14]=[CH:15][CH:16]=2)=[N:8][S:9][N:10]=1)[CH3:4] |f:3.4|. Reported procedure: A mixture of methyl iodide (0.3 ml, 5 mmol) and 3-(4-ethoxy-1,2,5-thiadiazol-3-yl)pyridine (520 mg, 2.5 mmol) in acetone (10 ml) was stirred at room temperature for 18 h. The title compound precipitated from the solution and was collected by filtration to yield 0.72 g (83%). Starting materials: C(\C=C\C(=O)O)(=O)O (fumaric acid), NCC(=O)NC(CCCCC)(C)C (2-amino-N-(1,1-dimethylhexyl)acetamide). Solvent: CO (methanol). Conditions: time 4 hour. The product is C(\C=C\C(=O)O)(=O)O.NCC(=O)NC(CCCCC)(C)C (2-Amino-N-(1,1-dimethylhexyl)acetamide hydrogen fumarate). RXN SMILES: [C:1]([OH:8])(=[O:7])/[CH:2]=[CH:3]/[C:4]([OH:6])=[O:5].[NH2:9][CH2:10][C:11]([NH:13][C:14]([CH3:21])([CH3:20])[CH2:15][CH2:16][CH2:17][CH2:18][CH3:19])=[O:12]>CO>[C:1]([OH:8])(=[O:7])/[CH:2]=[CH:3]/[C:4]([OH:6])=[O:5].[NH2:9][CH2:10][C:11]([NH:13][C:14]([CH3:20])([CH3:21])[CH2:15][CH2:16][CH2:17][CH2:18][CH3:19])=[O:12] |f:3.4|. Procedure: A solution of fumaric acid (12.6 g) in cold methanol (585 mls) was stirred and 2-amino-N-(1,1-dimethylhexyl)acetamide (18.47 g) added to give a clearsolution which rapidly deposited a crystalline solid. After standing at 0° C. for 4 hours this solid was filtered off, washed with ethanol and dried in vacuo, m.p. 154° C. Starting materials: Cl.COC([C@@H](N)CC1=CC(=C(C(=C1)F)O)F)=O (Racemic 3,5-difluorotyrosine methyl ester hydrochloride), C1(CCCCC1)N1C(=NC2=C1C=CC(=C2)C(=O)O)C2=COC=C2 (1-Cyclohexyl-2-furan-3-yl-1H-benzoimidazole-5-carboxylic acid). Yields the product C1(CCCCC1)N1C(=NC2=C1C=CC(=C2)C(=O)NC(C(=O)O)CC2=CC(=C(C(=C2)F)O)F)C2=COC=C2 (Racemic 2-{[1-(1-Cyclohexyl-2-furan-3-yl-1H-benzimidazol-5-yl)-methanoyl]-amino}-3-(3,5-difluoro-4-hydroxy-phenyl)-propionic acid). Reaction SMILES: Cl.C[O:3][C:4](=[O:17])[C@H:5]([CH2:7][C:8]1[CH:13]=[C:12]([F:14])[C:11]([OH:15])=[C:10]([F:16])[CH:9]=1)[NH2:6].[CH:18]1([N:24]2[C:28]3[CH:29]=[CH:30][C:31]([C:33](O)=[O:34])=[CH:32][C:27]=3[N:26]=[C:25]2[C:36]2[CH:40]=[CH:39][O:38][CH:37]=2)[CH2:23][CH2:22][CH2:21][CH2:20][CH2:19]1>>[CH:18]1([N:24]2[C:28]3[CH:29]=[CH:30][C:31]([C:33]([NH:6][CH:5]([CH2:7][C:8]4[CH:13]=[C:12]([F:14])[C:11]([OH:15])=[C:10]([F:16])[CH:9]=4)[C:4]([OH:3])=[O:17])=[O:34])=[CH:32][C:27]=3[N:26]=[C:25]2[C:36]2[CH:40]=[CH:39][O:38][CH:37]=2)[CH2:19][CH2:20][CH2:21][CH2:22][CH2:23]1 |f:0.1|. Reported procedure: Racemic 3,5-difluorotyrosine methyl ester hydrochloride (example 119) was coupled to the carboxylic acid of example 2 in the usual manner and saponified to give the title compound of example 123.